This data is from the Open Reaction Database (ORD), a public repository of structured organic reaction records. The task is: describe an organic reaction: reactants, conditions, products, and yield The reactants are [Br-], [Br-], Cc1ccccc1, CCCC[N+](CCCC)(CCCC)CCCC, COc1ccc(COc2ccc3ncc(OS(=O)(=O)C(F)(F)F)nc3n2)cc1. Yields the product COc1ccc(COc2ccc3ncc(Br)nc3n2)cc1. RXN SMILES: [Br-:29].[Br-:37].[CH3:30][c:31]1[cH:32][cH:33][cH:34][cH:35][cH:36]1.[CH3:38][CH2:39][CH2:40][CH2:41][N+:42]([CH2:43][CH2:44][CH2:45][CH3:46])([CH2:47][CH2:48][CH2:49][CH3:50])[CH2:51][CH2:52][CH2:53][CH3:54].[F:1][C:2]([F:3])([F:4])[S:5]([O:6][c:7]1[cH:8][n:9][c:10]2[c:11]([n:12]1)[n:13][c:14]([O:17][CH2:18][c:19]1[cH:20][cH:21][c:22]([O:25][CH3:26])[cH:23][cH:24]1)[cH:15][cH:16]2)(=[O:27])=[O:28]>>[c:7]1([Br:29])[cH:8][n:9][c:10]2[c:11]([n:12]1)[n:13][c:14]([O:17][CH2:18][c:19]1[cH:20][cH:21][c:22]([O:25][CH3:26])[cH:23][cH:24]1)[cH:15][cH:16]2. Reactants: BrC=1C=C2C(=C(C=NC2=CC1)C(C)=O)Cl (1-(6-bromo-4-chloroquinolin-3-yl)ethanone), N1(CCCC1)CC1CCNCC1 (4-(pyrrolidin-1-ylmethyl)piperidine). Product: BrC=1C=C2C(=C(C=NC2=CC1)C(C)=O)N1CCC(CC1)CN1CCCC1 (1-{6-Bromo-4-[4-(pyrrolidin-1-ylmethyl)piperidin-1-yl]quinolin-3-yl}ethanone). The yield is 79.6%. Reaction SMILES: [Br:1][C:2]1[CH:3]=[C:4]2[C:9](=[CH:10][CH:11]=1)[N:8]=[CH:7][C:6]([C:12](=[O:14])[CH3:13])=[C:5]2Cl.[N:16]1([CH2:21][CH:22]2[CH2:27][CH2:26][NH:25][CH2:24][CH2:23]2)[CH2:20][CH2:19][CH2:18][CH2:17]1>>[Br:1][C:2]1[CH:3]=[C:4]2[C:9](=[CH:10][CH:11]=1)[N:8]=[CH:7][C:6]([C:12](=[O:14])[CH3:13])=[C:5]2[N:25]1[CH2:24][CH2:23][CH:22]([CH2:21][N:16]2[CH2:20][CH2:19][CH2:18][CH2:17]2)[CH2:27][CH2:26]1. Reported procedure: Following general procedure B, 1-(6-bromo-4-chloroquinolin-3-yl)ethanone (200 mg, 0.703 mmol) was reacted with 4-(pyrrolidin-1-ylmethyl)piperidine (168 mg, 1.00 mmol) to afford the desired product (233 mg, 80%) as a yellow solid: ESI MS m/z 416 [C21H26BrN3O+H]+. Yields the product Cl.ON(CCCCCN)C(CCCCN(C(CCCCN(C(C)=O)O)=O)O)=O (6,12,18-Trihydroxy-7,13,19-trioxo-6,12,18-triazaeicosanamine hydrochloride). The reagents and catalysts are [Pd] (Pd-C). Procedure details: Compound (9) (1.000 g, 1,522 mmol) was dissolved in CH3OH (210 mL), followed by addition of 0.1N HCl (from concentrated HCl and methanol, 16.75 mL, 1.675 mmol) and 10% Pd-C. (0.6 g). The mixture was stirred under H2 (1 atm) at room temperature overnight. The catalyst was filtered and the solvent was removed. The residue was purified by Sephadex LH-20 column chromatography, eluting with 15% MeOH/toluene, to generate 560 mg (86%) of [A] as a colorless solid: NMR (CD3OD) δ 1.30-1.97 (m, 14 H) , 2.1... The reactants are C(C1=CC=CC=C1)ON(CCCCC#N)C(CCCCN(C(CCCCN(C(C)=O)OCC1=CC=CC=C1)=O)OCC1=CC=CC=C1)=O (6,12,18-Tris(benzyloxy)-7,13,19-trioxo-6,12,18-triazaeicosanenitrile), Cl (HCl). As a reaction SMILES: C([O:8][N:9]([C:16](=[O:48])[CH2:17][CH2:18][CH2:19][CH2:20][N:21]([O:40]CC1C=CC=CC=1)[C:22](=[O:39])[CH2:23][CH2:24][CH2:25][CH2:26][N:27]([O:31]CC1C=CC=CC=1)[C:28](=[O:30])[CH3:29])[CH2:10][CH2:11][CH2:12][CH2:13][C:14]#[N:15])C1C=CC=CC=1.[ClH:49]>CO.[Pd]>[ClH:49].[OH:8][N:9]([C:16](=[O:48])[CH2:17][CH2:18][CH2:19][CH2:20][N:21]([OH:40])[C:22](=[O:39])[CH2:23][CH2:24][CH2:25][CH2:26][N:27]([OH:31])[C:28](=[O:30])[CH3:29])[CH2:10][CH2:11][CH2:12][CH2:13][CH2:14][NH2:15] |f:4.5|. Run at time 8 hour. Solvent: CO (CH3OH). RXN SMILES: [BH4-:37].[C:1]([CH3:2])([CH3:3])([CH3:4])[O:5][C:6](=[O:7])[N:8]1[CH:9]([C:19](=[O:20])[OH:21])[CH2:10][CH2:11][CH:12]1[c:13]1[cH:14][cH:15][cH:16][cH:17][cH:18]1.[CH3:22][N:23]1[CH2:24][CH2:25][O:26][CH2:27][CH2:28]1.[CH3:39][O:40][CH2:41][CH2:42][O:43][CH3:44].[Cl:29][C:30]([O:31][CH2:32][CH:33]([CH3:34])[CH3:35])=[O:36].[Na+:38].[OH2:45]>>[C:1]([CH3:2])([CH3:3])([CH3:4])[O:5][C:6](=[O:7])[N:8]1[CH:9]([CH2:19][OH:20])[CH2:10][CH2:11][CH:12]1[c:13]1[cH:14][cH:15][cH:16][cH:17][cH:18]1. Starting materials: [BH4-], CC(C)(C)OC(=O)N1C(C(=O)O)CCC1c1ccccc1, CN1CCOCC1, COCCOC, CC(C)COC(=O)Cl, [Na+], O. The product is CC(C)(C)OC(=O)N1C(CO)CCC1c1ccccc1.